From a dataset of the Open Reaction Database (ORD), a public repository of structured organic reaction records. describe an organic reaction: reactants, conditions, products, and yield Reactants: Cc1ccc(S(N)(=O)=O)nc1, CS(C)=O, COc1ccccc1Oc1c(Cl)nc(C)nc1Cl, [K], O. Product: COc1ccccc1Oc1c(Cl)nc(C)nc1NS(=O)(=O)c1ccc(C)cn1. RXN SMILES: [CH3:2][c:3]1[cH:4][cH:5][c:6]([S:9](=[O:10])(=[O:11])[NH2:12])[n:7][cH:8]1.[CH3:32][S:33]([CH3:34])=[O:35].[Cl:13][c:14]1[n:15][c:16]([CH3:30])[n:17][c:18]([Cl:29])[c:19]1[O:20][c:21]1[c:22]([O:27][CH3:28])[cH:23][cH:24][cH:25][cH:26]1.[K:1].[OH2:31]>>[CH3:2][c:3]1[cH:4][cH:5][c:6]([S:9](=[O:10])(=[O:11])[NH:12][c:18]2[n:17][c:16]([CH3:30])[n:15][c:14]([Cl:13])[c:19]2[O:20][c:21]2[c:22]([O:27][CH3:28])[cH:23][cH:24][cH:25][cH:26]2)[n:7][cH:8]1.